This data is from the Open Reaction Database (ORD), a public repository of structured organic reaction records. The task is: describe an organic reaction: reactants, conditions, products, and yield Starting materials: [Na] (sodium), Cl.C(CCCC)(=N)N (valeramidine hydrochloride), C1(=CC=C(C=C1)N=C=O)C (4-tolyl isocyanate). Solvent: CC(=O)C (acetone), CC(=O)C (acetone). The product is C1(=CC=C(C=C1)NC(=O)NC(CCCC)=N)C (1-(4-Tolyl)-3-(pentanimidoyl)urea). Reaction SMILES: [Na].Cl.[C:3]([NH2:9])(=[NH:8])[CH2:4][CH2:5][CH2:6][CH3:7].[C:10]1([CH3:19])[CH:15]=[CH:14][C:13]([N:16]=[C:17]=[O:18])=[CH:12][CH:11]=1>CC(C)=O>[C:10]1([CH3:19])[CH:15]=[CH:14][C:13]([NH:16][C:17]([NH:8][C:3](=[NH:9])[CH2:4][CH2:5][CH2:6][CH3:7])=[O:18])=[CH:12][CH:11]=1 |f:1.2,^1:0|. Reported procedure: Following a procedure similar to that described in Example 23 but using 2.3 g. sodium in 300 ml. dry acetone, 13.6 g. valeramidine hydrochloride and 13.3 g. 4-tolyl isocyanate in 100 ml. dry acetone, there was obtained after recrystallization from acetonitrile 10.6 g. 1-(4-tolyl)-3-(pentanimidoyl)urea hydrochloride; m.p. 159°-160°C. Starting materials: CCCCCCCCC=CCCCCCCCCN, CCCCCCCCC=CCCCCCCCC(=O)O, Cc1ccccc1, CCO, O=CC=O, Cc1ccccc1-c1c[nH]nn1. Yields the product CCCCCCCCC=CCCCCCCCCN, CCCCCCCCC=CCCCCCCCC(=O)O, Cc1ccccc1-c1c[nH]nn1. RXN SMILES: [CH2:13]([CH2:14][CH2:15][CH2:16][CH2:17][CH2:18][CH2:19][CH2:20][CH:21]=[CH:22][CH2:23][CH2:24][CH2:25][CH2:26][CH2:27][CH2:28][CH2:29][CH3:30])[NH2:31].[CH3:36][CH2:37][CH2:38][CH2:39][CH2:40][CH2:41][CH2:42][CH2:43][CH:44]=[CH:45][CH2:46][CH2:47][CH2:48][CH2:49][CH2:50][CH2:51][CH2:52][C:53]([OH:54])=[O:55].[CH3:56][c:57]1[cH:58][cH:59][cH:60][cH:61][cH:62]1.[CH3:63][CH2:64][OH:65].[CH:32]([CH:33]=[O:34])=[O:35].[c:1]1([CH3:12])[c:2](-[c:7]2[n:8][n:9][nH:10][cH:11]2)[cH:3][cH:4][cH:5][cH:6]1>>[CH2:13]([CH2:14][CH2:15][CH2:16][CH2:17][CH2:18][CH2:19][CH2:20][CH:21]=[CH:22][CH2:23][CH2:24][CH2:25][CH2:26][CH2:27][CH2:28][CH2:29][CH3:30])[NH2:31].[CH3:36][CH2:37][CH2:38][CH2:39][CH2:40][CH2:41][CH2:42][CH2:43][CH:44]=[CH:45][CH2:46][CH2:47][CH2:48][CH2:49][CH2:50][CH2:51][CH2:52][C:53](=[O:54])[OH:55].[c:1]1([CH3:12])[c:2](-[c:7]2[n:8][n:9][nH:10][cH:11]2)[cH:3][cH:4][cH:5][cH:6]1. Reactants: O=C([O-])[O-], CCNCC1CCCC1, Cc1nn(C)c2nc(Cl)c(C=O)cc12, [K+], [K+], CN(C)C=O, O. Yields the product CCN(CC1CCCC1)c1nc2c(cc1C=O)c(C)nn2C. Reaction SMILES: [C:15](=[O:16])([O-:17])[O-:18].[CH:21]1([CH2:26][NH:27][CH2:28][CH3:29])[CH2:22][CH2:23][CH2:24][CH2:25]1.[Cl:1][c:2]1[c:3]([CH:13]=[O:14])[cH:4][c:5]2[c:6]([n:7]1)[n:8]([CH3:12])[n:9][c:10]2[CH3:11].[K+:19].[K+:20].[O:31]=[CH:32][N:33]([CH3:34])[CH3:35].[OH2:30]>>[c:2]1([N:27]([CH2:26][CH:21]2[CH2:22][CH2:23][CH2:24][CH2:25]2)[CH2:28][CH3:29])[c:3]([CH:13]=[O:14])[cH:4][c:5]2[c:6]([n:7]1)[n:8]([CH3:12])[n:9][c:10]2[CH3:11]. The solvent is C(C)(=O)OCC (ethyl acetate), CS(=O)C (dimethyl sulfoxide). As a reaction SMILES: [OH:1][N:2]1[C:6](=[O:7])[C:5]2=[CH:8][CH:9]=[CH:10][CH:11]=[C:4]2[C:3]1=[O:12].C([O-])(=O)C.[Na+].Cl[CH2:19][CH2:20][C:21]([CH3:27])([CH3:26])[C:22]([O:24][CH3:25])=[O:23].O>CS(C)=O.C(OCC)(=O)C>[CH3:26][C:21]([CH3:27])([CH2:20][CH2:19][O:1][N:2]1[C:3](=[O:12])[C:4]2=[CH:11][CH:10]=[CH:9][CH:8]=[C:5]2[C:6]1=[O:7])[C:22]([O:24][CH3:25])=[O:23] |f:1.2|. The reactants are O (water), ON1C(C=2C(C1=O)=CC=CC2)=O (N-hydroxyphthalimide), C(C)(=O)[O-].[Na+] (sodium acetate), ClCCC(C(=O)OC)(C)C (methyl 4-chloro-2,2-dimethylbutanoate). Procedure: To a stirred solution of 83.2 grams (0.51 mole) of N-hydroxyphthalimide in 500 ml of dimethyl sulfoxide was added 41.8 grams (0.51 mole) of sodium acetate. Upon completion of addition the reaction mixture was stirred for one hour at ambient temperature. After this time 84.2 grams (0.51 mole) of methyl 4-chloro-2,2-dimethylbutanoate was added dropwise. The reaction mixture was then heated to 100° C. where it stirred for 16 hours. The reaction mixture was cooled and 300 ml of water and 1000 ml of ... Yield: 60.8%. Conditions: time 1 hour. Product: CC(C(=O)OC)(CCON1C(C=2C(C1=O)=CC=CC2)=O)C (methyl 2,2-dimethyl-4-(phthalimidooxy)butanoate). The reactants are C(C)N1C(C(=C(C2=NC=C(C=C12)CC1=CC=C(C=C1)F)O)C(=O)OCC)=O (ethyl 1-ethyl-7-[(4-fluorophenyl)methyl]-4-hydroxy-2-oxo-1,2-dihydro-1,5-naphthyridine-3-carboxylate), NC(CO)C (2-amino-1-propanol). Yields the product C(C)N1C(C(=C(C2=NC=C(C=C12)CC1=CC=C(C=C1)F)O)C(=O)NC(CO)C)=O (1-ethyl-7-[(4-fluorophenyl)methyl]-4-hydroxy-N-(2-hydroxy-1-methylethyl)-2-oxo-1,2-dihydro-1,5-naphthyridine-3-carboxamide). Yield: 64.9%. As a reaction SMILES: [CH2:1]([N:3]1[C:12]2[C:7](=[N:8][CH:9]=[C:10]([CH2:13][C:14]3[CH:19]=[CH:18][C:17]([F:20])=[CH:16][CH:15]=3)[CH:11]=2)[C:6]([OH:21])=[C:5]([C:22](OCC)=[O:23])[C:4]1=[O:27])[CH3:2].[NH2:28][CH:29]([CH3:32])[CH2:30][OH:31]>>[CH2:1]([N:3]1[C:12]2[C:7](=[N:8][CH:9]=[C:10]([CH2:13][C:14]3[CH:19]=[CH:18][C:17]([F:20])=[CH:16][CH:15]=3)[CH:11]=2)[C:6]([OH:21])=[C:5]([C:22]([NH:28][CH:29]([CH3:32])[CH2:30][OH:31])=[O:23])[C:4]1=[O:27])[CH3:2]. Procedure details: In a similar manner to that described in example 196, from ethyl 1-ethyl-7-[(4-fluorophenyl)methyl]-4-hydroxy-2-oxo-1,2-dihydro-1,5-naphthyridine-3-carboxylate (30 mg, 0.081 mmol) and 2-amino-1-propanol (0.052 mL, 0.648 mmol) was prepared 1-ethyl-7-[(4-fluorophenyl)methyl]-4-hydroxy-N-(2-hydroxy-1-methylethyl)-2-oxo-1,2-dihydro-1,5-naphthyridine-3-carboxamide (21 mg, 66% yield) as a white solid after purification by reverse phase HPLC. 1H NMR (CDCl3) δ 10.34 (d, J=7.2 Hz, 1 H), 8.55 (s, 1 H), 7....